Dataset: the Open Reaction Database (ORD), a public repository of structured organic reaction records. Task: describe an organic reaction: reactants, conditions, products, and yield Starting materials: CC(=O)OCCO, CCOCC, COC(=O)C1OC1(c1ccccc1)c1ccccc1. Yields the product COC(=O)C(O)C(OCCOC(C)=O)(c1ccccc1)c1ccccc1. Reaction SMILES: [C:20]([CH3:21])(=[O:22])[O:23][CH2:24][CH2:25][OH:26].[CH3:27][CH2:28][O:29][CH2:30][CH3:31].[c:1]1([C:7]2([c:14]3[cH:15][cH:16][cH:17][cH:18][cH:19]3)[CH:8]([C:9](=[O:10])[O:11][CH3:12])[O:13]2)[cH:2][cH:3][cH:4][cH:5][cH:6]1>>[c:1]1([C:7]([CH:8]([C:9](=[O:10])[O:11][CH3:12])[OH:13])([c:14]2[cH:15][cH:16][cH:17][cH:18][cH:19]2)[O:26][CH2:25][CH2:24][O:23][C:20]([CH3:21])=[O:22])[cH:2][cH:3][cH:4][cH:5][cH:6]1. Starting materials: C=CC(=O)Cl, NOCc1ccccc1, CCN(C(C)C)C(C)C, ClCCl, Cl. Yields the product C=CC(=O)NOCc1ccccc1. Reaction SMILES: [C:1]([CH:2]=[CH2:3])(=[O:4])[Cl:5].[CH2:7]([c:8]1[cH:9][cH:10][cH:11][cH:12][cH:13]1)[O:14][NH2:15].[CH:16]([N:17]([CH2:18][CH3:19])[CH:20]([CH3:21])[CH3:22])([CH3:23])[CH3:24].[Cl:25][CH2:26][Cl:27].[ClH:6]>>[C:1]([CH:2]=[CH2:3])(=[O:4])[NH:15][O:14][CH2:7][c:8]1[cH:9][cH:10][cH:11][cH:12][cH:13]1. Starting materials: C(C)OCC.CCCCCC (diethyl ether hexane), C(C)(C)(C)C1=C(C=C(C=C1)C=O)NC(CC(CCCCC)C1=C(C(=CC=C1)OC)OC)=O (N-(2-t-butyl-5-formylphenyl)-3-(2,3-dimethoxyphenyl)octanamide). Product: C(C)(C)(C)C1=C(C=C(C=C1)C(=O)O)NC(CC(CCCCC)C1=C(C(=CC=C1)OC)OC)=O (N-(2-t-Butyl-5-carboxyphenyl)-3-(2,3-dimethoxyphenyl)octanamide). Reaction SMILES: [C:1]([C:5]1[CH:10]=[CH:9][C:8]([CH:11]=[O:12])=[CH:7][C:6]=1[NH:13][C:14](=[O:32])[CH2:15][CH:16]([C:22]1[CH:27]=[CH:26][CH:25]=[C:24]([O:28][CH3:29])[C:23]=1[O:30][CH3:31])[CH2:17][CH2:18][CH2:19][CH2:20][CH3:21])([CH3:4])([CH3:3])[CH3:2].C([O:35]CC)C.CCCCCC>>[C:1]([C:5]1[CH:10]=[CH:9][C:8]([C:11]([OH:35])=[O:12])=[CH:7][C:6]=1[NH:13][C:14](=[O:32])[CH2:15][CH:16]([C:22]1[CH:27]=[CH:26][CH:25]=[C:24]([O:28][CH3:29])[C:23]=1[O:30][CH3:31])[CH2:17][CH2:18][CH2:19][CH2:20][CH3:21])([CH3:2])([CH3:3])[CH3:4] |f:1.2|. Procedure: Following a procedure similar to that described in Preparation 21, but using N-(2-t-butyl-5-formylphenyl)-3-(2,3-dimethoxyphenyl)octanamide (prepared as described in Preparation 24) as a starting material, the title compound was obtained as crystals, melting at 146°-147° C. (from diethyl ether-hexane). Starting materials: O=C(Cl)c1ccccc1, Cc1nc2c(s1)-c1nc(N)ncc1CC2, O, c1ccncc1. Yields the product Cc1nc2c(s1)-c1nc(NC(=O)c3ccccc3)ncc1CC2. RXN SMILES: [C:16]([c:17]1[cH:18][cH:19][cH:20][cH:21][cH:22]1)(=[O:23])[Cl:24].[CH3:1][c:2]1[s:3][c:4]2[c:5]([n:15]1)[CH2:6][CH2:7][c:8]1[cH:9][n:10][c:11]([NH2:14])[n:12][c:13]1-2.[OH2:25].[cH:26]1[cH:27][cH:28][n:29][cH:30][cH:31]1>>[CH3:1][c:2]1[s:3][c:4]2[c:5]([n:15]1)[CH2:6][CH2:7][c:8]1[cH:9][n:10][c:11]([NH:14][C:16]([c:17]3[cH:18][cH:19][cH:20][cH:21][cH:22]3)=[O:23])[n:12][c:13]1-2. RXN SMILES: [Br:16][CH2:17][CH2:18][CH2:19][CH2:20][CH2:21][CH2:22][CH:23]([c:24]1[cH:25][cH:26][cH:27][cH:28][cH:29]1)[S:30][c:31]1[cH:32][cH:33][cH:34][cH:35][cH:36]1.[CH2:37]([N:38]([CH:39]([CH3:40])[CH3:41])[CH:42]([CH3:43])[CH3:44])[CH3:45].[CH3:2][O:3][c:4]1[cH:5][c:6]2[c:11]([cH:12][c:13]1[O:14][CH3:15])[CH2:10][NH:9][CH2:8][CH2:7]2.[CH3:46][C:47]#[N:48].[ClH:1]>>[CH3:2][O:3][c:4]1[cH:5][c:6]2[c:11]([cH:12][c:13]1[O:14][CH3:15])[CH2:10][N:9]([CH2:17][CH2:18][CH2:19][CH2:20][CH2:21][CH2:22][CH:23]([c:24]1[cH:25][cH:26][cH:27][cH:28][cH:29]1)[S:30][c:31]1[cH:32][cH:33][cH:34][cH:35][cH:36]1)[CH2:8][CH2:7]2. The product is COc1cc2c(cc1OC)CN(CCCCCCC(Sc1ccccc1)c1ccccc1)CC2. The reactants are BrCCCCCCC(Sc1ccccc1)c1ccccc1, CCN(C(C)C)C(C)C, COc1cc2c(cc1OC)CNCC2, CC#N, Cl. Starting materials: CC=1C=CC(=CC1)S(=O)(=O)O (p-TsOH), OC1=C(C(C(=O)O)=CC=C1)N (3-hydroxyanthranilic acid), ClC(=O)C1=CC=C(CN(C(OCC2=CC=CC=C2)=O)C)C=C1 (benzyl 4-(chlorocarbonyl)benzyl(methyl)carbamate), N1=CC=CC=C1 (pyridine), Cl (hydrochloric acid). Run in O (water), C1(=CC=CC=C1)C (toluene), C(C)(=O)OCC (ethyl acetate). Reaction conditions: time 30 minute. Product: C(C1=CC=CC=C1)OC(=O)N(C)CC1=CC=C(C=C1)C=1OC=2C(N1)=C(C=CC2)C(=O)O (2-(4-(((benzyloxycarbonyl)(methyl)amino)methyl)phenyl)benzo[d]oxazole-4-carboxylic acid). As a reaction SMILES: [OH:1][C:2]1[CH:10]=[CH:9][CH:8]=[C:4]([C:5]([OH:7])=[O:6])[C:3]=1[NH2:11].Cl[C:13]([C:15]1[CH:33]=[CH:32][C:18]([CH2:19][N:20]([CH3:31])[C:21](=[O:30])[O:22][CH2:23][C:24]2[CH:29]=[CH:28][CH:27]=[CH:26][CH:25]=2)=[CH:17][CH:16]=1)=O.N1C=CC=CC=1.Cl.CC1C=CC(S(O)(=O)=O)=CC=1>C1(C)C=CC=CC=1.O.C(OCC)(=O)C>[CH2:23]([O:22][C:21]([N:20]([CH2:19][C:18]1[CH:17]=[CH:16][C:15]([C:13]2[O:1][C:2]3[C:3](=[C:4]([C:5]([OH:7])=[O:6])[CH:8]=[CH:9][CH:10]=3)[N:11]=2)=[CH:33][CH:32]=1)[CH3:31])=[O:30])[C:24]1[CH:25]=[CH:26][CH:27]=[CH:28][CH:29]=1. Reported procedure: To a suspension of 3-hydroxyanthranilic acid (0.300 g, 1.96 mmol) in toluene (10 mL) is added benzyl 4-(chlorocarbonyl)benzyl(methyl)carbamate (1.811 g, 5.7 mmol) followed by pyridine (0.545 g, 6.92 mmol) at room temperature. The resulting mixture is stirred at room temperature for 30 minutes then heated to 80° C. for 1 hr. After this time the reaction is cooled and poured into a mixture of ethyl acetate (50 mL) and 5% aqueous hydrochloric acid (50 mL). Subsequent separation of the layers, dryin...